This data is from the Open Reaction Database (ORD), a public repository of structured organic reaction records. The task is: describe an organic reaction: reactants, conditions, products, and yield Reactants: CC(CCCCN1C(=NC=2C(=NC=3C=C(C=CC3C21)Br)N)COCC)S(=O)(=O)N (Methyl 5-(4-amino-7-bromo-2-ethoxymethyl-1H-imidazo[4,5-c]quinolin-1-yl)pentane-1-sulfonamide), N1=CC(=CC=C1)B(O)O (pyridine-3-boronic acid). Product: CC(CCCCN1C(=NC=2C(=NC=3C=C(C=CC3C21)C=2C=NC=CC2)N)COCC)S(=O)(=O)N (methyl 5-[4-amino-2-ethoxymethyl-7-(pyridin-3-yl)-1H-imidazo[4,5-c]quinolin-1-yl]pentane-1-sulfonamide). The yield is 27.8%. RXN SMILES: [CH3:1][CH:2]([S:26]([NH2:29])(=[O:28])=[O:27])[CH2:3][CH2:4][CH2:5][CH2:6][N:7]1[C:19]2[C:18]3[CH:17]=[CH:16][C:15](Br)=[CH:14][C:13]=3[N:12]=[C:11]([NH2:21])[C:10]=2[N:9]=[C:8]1[CH2:22][O:23][CH2:24][CH3:25].[N:30]1[CH:35]=[CH:34][CH:33]=[C:32](B(O)O)[CH:31]=1>>[CH3:1][CH:2]([S:26]([NH2:29])(=[O:28])=[O:27])[CH2:3][CH2:4][CH2:5][CH2:6][N:7]1[C:19]2[C:18]3[CH:17]=[CH:16][C:15]([C:32]4[CH:31]=[N:30][CH:35]=[CH:34][CH:33]=4)=[CH:14][C:13]=3[N:12]=[C:11]([NH2:21])[C:10]=2[N:9]=[C:8]1[CH2:22][O:23][CH2:24][CH3:25]. Procedure: Methyl 5-(4-amino-7-bromo-2-ethoxymethyl-1H-imidazo[4,5-c]quinolin-1-yl)pentane-1-sulfonamide (0.47 g, 0.97 mmol) was coupled with pyridine-3-boronic acid (0.14 g, 1.2 mmol) according to the methods described in Part J of Example 1 and Part H of Example 370. The crude product was purified twice by HPFC (eluting with chloroform:CMA in a gradient from 100:0 to 70:30) and then recrystallized from methanol, isolated by filtration, and dried for 5 days under high vacuum at 100–140° C. to provide 0.13... Run at time 4 hour. Yields the product C(C1=CC=CC=C1)C1CCN(CC1)C(C(=O)C1=C(C=CC=C1)C)C (2-(4-Benzylpiperidino)-2'-methylpropiophenone). As a reaction SMILES: Br[CH:2]([CH3:12])[C:3]([C:5]1[CH:10]=[CH:9][CH:8]=[CH:7][C:6]=1[CH3:11])=[O:4].C(=O)([O-])[O-].[K+].[K+].[CH2:19]([CH:26]1[CH2:31][CH2:30][NH:29][CH2:28][CH2:27]1)[C:20]1[CH:25]=[CH:24][CH:23]=[CH:22][CH:21]=1>C(#N)C>[CH2:19]([CH:26]1[CH2:31][CH2:30][N:29]([CH:2]([CH3:12])[C:3]([C:5]2[CH:10]=[CH:9][CH:8]=[CH:7][C:6]=2[CH3:11])=[O:4])[CH2:28][CH2:27]1)[C:20]1[CH:25]=[CH:24][CH:23]=[CH:22][CH:21]=1 |f:1.2.3|. Run in C(C)#N (acetonitrile). Procedure details: A mixture of 25 g of 2-bromo-2'-methylpropiophenone, 70 ml of dry acetonitrile, 30 g of potassium carbonate and 19 g of 4-benzylpiperidine is stirred for 4 hours at ambient temperature. It is filtered in order to separate off the inorganic residue, and the filtrate is diluted with 200 ml of diethyl ether, which causes precipitation of 4-benzylpiperidine hydrobromide. This is filtered off; the filtrate deposits a second crop of hydrobromide, which is also separated off. The filtrate is then acidi... Starting materials: BrC(C(=O)C1=C(C=CC=C1)C)C (2-bromo-2'-methylpropiophenone), C([O-])([O-])=O.[K+].[K+] (potassium carbonate), C(C1=CC=CC=C1)C1CCNCC1 (4-benzylpiperidine). As a reaction SMILES: [Cl:1][C:2]1[C:7]([C:8]2[CH:13]=[CH:12][C:11]([C:14]3[CH:19]=[CH:18][CH:17]=[C:16]([O:20][CH3:21])[C:15]=3[OH:22])=[CH:10][CH:9]=2)=[CH:6][C:5]([C:23](OC)=[O:24])=[C:4]([NH:27][C:28](=[O:36])[CH2:29][C:30]2[CH:35]=[CH:34][CH:33]=[CH:32][CH:31]=2)[CH:3]=1.C[Si]([N-][Si](C)(C)C)(C)C.[K+].Cl>O1CCCC1>[Cl:1][C:2]1[CH:3]=[C:4]2[C:5]([C:23]([OH:24])=[C:29]([C:30]3[CH:35]=[CH:34][CH:33]=[CH:32][CH:31]=3)[C:28](=[O:36])[NH:27]2)=[CH:6][C:7]=1[C:8]1[CH:13]=[CH:12][C:11]([C:14]2[CH:19]=[CH:18][CH:17]=[C:16]([O:20][CH3:21])[C:15]=2[OH:22])=[CH:10][CH:9]=1 |f:1.2|. Procedure: To a solution of methyl 6-chloro-2″-hydroxy-3″-methoxy-4-(2-phenylacetamido)-[1,1′:4′,1″-terphenyl]-3-carboxylate (Intermediate 58) (340 mg, 0.677 mmol) in tetrahydrofuran (100 mL) at 60° C. was added dropwise KHMDS 0.5M/THF (5.42 mL, 2.71 mmol). The reaction mixture was stirred for 2 h after the end of addition. After cooling, the reaction mixture was acidified with 1N HCl and extracted with dichloromethane. The organic layer was washed with brine then dried over anhydrous sodium sulfate, filte... Run at time 2 hour. Yield: 54.9%. Reactants: Cl (HCl), ClC1=CC(=C(C=C1C1=CC=C(C=C1)C1=C(C(=CC=C1)OC)O)C(=O)OC)NC(CC1=CC=CC=C1)=O (methyl 6-chloro-2″-hydroxy-3″-methoxy-4-(2-phenylacetamido)-[1,1′:4′,1″-terphenyl]-3-carboxylate), ClC1=CC(=C(C=C1C1=CC=C(C=C1)C1=C(C(=CC=C1)OC)O)C(=O)OC)NC(CC1=CC=CC=C1)=O (methyl 6-chloro-2″-hydroxy-3″-methoxy-4-(2-phenylacetamido)-[1,1′:4′,1″-terphenyl]-3-carboxylate), C[Si](C)(C)[N-][Si](C)(C)C.[K+] (KHMDS). The product is ClC1=C(C=C2C(=C(C(NC2=C1)=O)C1=CC=CC=C1)O)C1=CC=C(C=C1)C1=C(C(=CC=C1)OC)O (7-chloro-4-hydroxy-6-[2′-hydroxy-3′-(methyloxy)-4-biphenylyl]-3-phenyl-2(1H)-quinolinone). Solvent: O1CCCC1 (tetrahydrofuran), C1CCOC1 (THF).